From a dataset of the Open Reaction Database (ORD), a public repository of structured organic reaction records. describe an organic reaction: reactants, conditions, products, and yield Product: O=C(NCC1CCC(C(=O)NCc2nccnc2Cl)CC1)OCc1ccccc1. Reactants: O=C(NCC1CCC(C(=O)O)CC1)OCc1ccccc1, CCN=C=NCCCN(C)C, CCN(C(C)C)C(C)C, NCc1nccnc1Cl, ClCCl, Cl, Cl, On1nnc2ccccc21. As a reaction SMILES: [CH2:42]([c:43]1[cH:44][cH:45][cH:46][cH:47][cH:48]1)[O:49][C:50](=[O:51])[NH:52][CH2:53][CH:54]1[CH2:55][CH2:56][CH:57]([C:60](=[O:61])[OH:62])[CH2:58][CH2:59]1.[CH3:12][N:13]([CH3:14])[CH2:15][CH2:16][CH2:17][N:18]=[C:19]=[N:20][CH2:21][CH3:22].[CH:23]([N:24]([CH2:25][CH3:26])[CH:27]([CH3:28])[CH3:29])([CH3:30])[CH3:31].[Cl:2][c:3]1[c:4]([CH2:9][NH2:10])[n:5][cH:6][cH:7][n:8]1.[Cl:63][CH2:64][Cl:65].[ClH:11].[ClH:1].[OH:32][n:33]1[c:34]2[cH:35][cH:36][cH:37][cH:38][c:39]2[n:40][n:41]1>>[Cl:2][c:3]1[c:4]([CH2:9][NH:10][C:60]([CH:57]2[CH2:56][CH2:55][CH:54]([CH2:53][NH:52][C:50]([O:49][CH2:42][c:43]3[cH:44][cH:45][cH:46][cH:47][cH:48]3)=[O:51])[CH2:59][CH2:58]2)=[O:61])[n:5][cH:6][cH:7][n:8]1. Reactants: CCOC(=O)C(F)(F)c1ccccc1, CO, N. Product: NC(=O)C(F)(F)c1ccccc1. Reaction SMILES: [CH2:1]([O:3][C:4](=[O:2])[C:5]([c:6]1[cH:7][cH:8][cH:9][cH:10][cH:11]1)([F:12])[F:13])[CH3:14].[CH3:16][OH:17].[NH3:15]>>[O:3]=[C:4]([C:5]([c:6]1[cH:7][cH:8][cH:9][cH:10][cH:11]1)([F:12])[F:13])[NH2:15]. Reactants: [H][H] (hydrogen), N1(CCCC1)C(=O)NC1=CC(=NC=N1)NC1=CC=C(C=C1)NC(OCC1=CC=CC=C1)=O (Benzyl N-{4-[6-(pyrrolidin-1-ylcarbonyl)aminopyrimidin-4-ylamino]phenyl]carbamate), CCCCCC.C(C)(=O)OCC (hexane ethyl acetate). Reagents/catalysts: [C].[Pd] (palladium carbon). Solvent: O1CCCC1 (tetrahydrofuran), CO (methanol). Reaction conditions: time 5 hour. The product is NC1=CC=C(C=C1)NC1=NC=NC(=C1)NC(=O)N1CCCC1 (4-(4-Aminophenylamino)-6-[(pyrrolidin-1-yl)carbonylamino]pyrimidine). Isolated yield 71.1%. Reaction SMILES: [N:1]1([C:6]([NH:8][C:9]2[N:14]=[CH:13][N:12]=[C:11]([NH:15][C:16]3[CH:21]=[CH:20][C:19]([NH:22]C(=O)OCC4C=CC=CC=4)=[CH:18][CH:17]=3)[CH:10]=2)=[O:7])[CH2:5][CH2:4][CH2:3][CH2:2]1.[H][H].CCCCCC.C(OCC)(=O)C>O1CCCC1.CO.[C].[Pd]>[NH2:22][C:19]1[CH:18]=[CH:17][C:16]([NH:15][C:11]2[CH:10]=[C:9]([NH:8][C:6]([N:1]3[CH2:5][CH2:4][CH2:3][CH2:2]3)=[O:7])[N:14]=[CH:13][N:12]=2)=[CH:21][CH:20]=1 |f:2.3,6.7|. Procedure: Benzyl N-{4-[6-(pyrrolidin-1-ylcarbonyl)aminopyrimidin-4-ylamino]phenyl]carbamate (210 mg) was dissolved in tetrahydrofuran (5 ml)-methanol (5 ml), and then 10% palladium carbon (200 mg) was added thereto under a nitrogen atmosphere, followed by replacing with hydrogen inside the system and stirring for 5 hrs. After replacing with nitrogen inside the system, the reaction mixture was filtered to remove the catalyst, which was washed with tetrahydrofuran and ethanol in this order. The filtrate was... The product is CC(O)c1ccc(-c2cnc3c(N4CCOCC4)nc(Cl)nc3c2)o1. As a reaction SMILES: [Br-:30].[CH2:25]1[O:26][CH2:27][CH2:28][CH2:29]1.[CH3:31][Mg+:32].[CH3:33][CH2:34][O:35][CH2:36][CH3:37].[Cl:1][c:2]1[n:3][c:4]([N:19]2[CH2:20][CH2:21][O:22][CH2:23][CH2:24]2)[c:5]2[c:6]([n:7]1)[cH:8][c:9](-[c:12]1[cH:13][cH:14][c:15]([CH:17]=[O:18])[o:16]1)[cH:10][n:11]2.[OH2:38]>>[Cl:1][c:2]1[n:3][c:4]([N:19]2[CH2:20][CH2:21][O:22][CH2:23][CH2:24]2)[c:5]2[c:6]([n:7]1)[cH:8][c:9](-[c:12]1[cH:13][cH:14][c:15]([CH:17]([OH:18])[CH3:25])[o:16]1)[cH:10][n:11]2. Starting materials: [Br-], C1CCOC1, C[Mg+], CCOCC, O=Cc1ccc(-c2cnc3c(N4CCOCC4)nc(Cl)nc3c2)o1, O. Starting materials: ClC(c1ccccc1)(c1ccccc1)c1ccccc1, c1ccncc1, N#Cc1cnn2c1NCCC2. The product is N#Cc1cnn2c1N(C(c1ccccc1)(c1ccccc1)c1ccccc1)CCC2. Reaction SMILES: [c:12]1([C:18]([c:19]2[cH:20][cH:21][cH:22][cH:23][cH:24]2)([c:25]2[cH:26][cH:27][cH:28][cH:29][cH:30]2)[Cl:31])[cH:13][cH:14][cH:15][cH:16][cH:17]1.[cH:32]1[cH:33][cH:34][n:35][cH:36][cH:37]1.[n:1]1[cH:2][c:3]([C:10]#[N:11])[c:4]2[n:5]1[CH2:6][CH2:7][CH2:8][NH:9]2>>[n:1]1[cH:2][c:3]([C:10]#[N:11])[c:4]2[n:5]1[CH2:6][CH2:7][CH2:8][N:9]2[C:18]([c:12]1[cH:13][cH:14][cH:15][cH:16][cH:17]1)([c:19]1[cH:20][cH:21][cH:22][cH:23][cH:24]1)[c:25]1[cH:26][cH:27][cH:28][cH:29][cH:30]1. Starting materials: C(C)O (ethanol), C(C1=CC=CC=C1)N(C(OC(C)(C)C)=O)S(=O)(=O)C1=CC=C(C=C1)C(F)(F)F (tert-Butyl benzyl(4-(trifluoromethyl)phenylsulfonyl)carbamate), C(C1=CC=CC=C1)N(C(OC(C)(C)C)=O)S(=O)(=O)C1=CC=C(C=C1)C(F)(F)F (tert-Butyl benzyl(4-(trifluoromethyl)phenylsulfonyl)carbamate), CO (methanol). Reagents/catalysts: [OH-].[OH-].[Pd+2] (Pd(OH)2). Solvent: C(C)(=O)OCC (ethyl acetate). The product is FC(C1=CC=C(C=C1)S(=O)(=O)NC(OC(C)(C)C)=O)(F)F (tert-Butyl 4-(trifluoromethyl)phenylsulfonylcarbamate). The yield is 100.0%. RXN SMILES: C([N:8]([S:16]([C:19]1[CH:24]=[CH:23][C:22]([C:25]([F:28])([F:27])[F:26])=[CH:21][CH:20]=1)(=[O:18])=[O:17])[C:9](=[O:15])[O:10][C:11]([CH3:14])([CH3:13])[CH3:12])C1C=CC=CC=1.CO.C(O)C>[OH-].[OH-].[Pd+2].C(OCC)(=O)C>[F:28][C:25]([F:26])([F:27])[C:22]1[CH:21]=[CH:20][C:19]([S:16]([NH:8][C:9](=[O:15])[O:10][C:11]([CH3:12])([CH3:13])[CH3:14])(=[O:17])=[O:18])=[CH:24][CH:23]=1 |f:3.4.5|. Procedure: tert-Butyl 4-(trifluoromethyl)phenylsulfonylcarbamate was prepared by a method analogous to the method disclosed in Tet. Lett. 2004, 45, 8483-8487. tert-Butyl benzyl(4-(trifluoromethyl)phenylsulfonyl)carbamate (Intermediate 86, 520 mg) was hydrogenated (1 atm H2) over 20 wt % Pd(OH)2 (52 mg) in 1:1:1 methanol:ethanol:ethyl acetate (8 ml) for 16 hours. The reaction was filtered over celite and concentrated to yield the title compound (407 mg). MS M−H 324.3